From a dataset of the Open Reaction Database (ORD), a public repository of structured organic reaction records. describe an organic reaction: reactants, conditions, products, and yield The reactants are CCOC(=O)C(C)c1cccc(OCc2c(C)cccc2C)c1, CCO, Cl, [Na+], [OH-]. Yields the product Cc1cccc(C)c1COc1cccc(C(C)C(=O)O)c1. Reaction SMILES: [CH3:1][c:2]1[c:3]([CH2:4][O:5][c:6]2[cH:7][c:8]([CH:12]([C:13](=[O:14])[O:15][CH2:16][CH3:17])[CH3:18])[cH:9][cH:10][cH:11]2)[c:19]([CH3:23])[cH:20][cH:21][cH:22]1.[CH3:27][CH2:28][OH:29].[ClH:26].[Na+:25].[OH-:24]>>[CH3:1][c:2]1[c:3]([CH2:4][O:5][c:6]2[cH:7][c:8]([CH:12]([C:13](=[O:14])[OH:15])[CH3:18])[cH:9][cH:10][cH:11]2)[c:19]([CH3:23])[cH:20][cH:21][cH:22]1.